Dataset: the Open Reaction Database (ORD), a public repository of structured organic reaction records. Task: describe an organic reaction: reactants, conditions, products, and yield Starting materials: COC1=CC(=CC=C1)N (m-anisidine), C=1(O)C(O)=CC=CC1 (catechol), CC(=O)C (acetone). Reagents/catalysts: II (iodine). Product: COC1=CC=C2C(=CC(NC2=C1)(C)C)C (7-methoxy-2,2,4-trimethyl-1,2-dihydroquinoline). Isolated yield 35.0%. As a reaction SMILES: [CH3:1][O:2][C:3]1[CH:8]=[CH:7][CH:6]=[C:5]([NH2:9])[CH:4]=1.C1([C:12](=[CH:14][CH:15]=[CH:16][CH:17]=1)O)O.[CH3:18]C(C)=O>II>[CH3:1][O:2][C:3]1[CH:4]=[C:5]2[C:6]([C:14]([CH3:12])=[CH:15][C:16]([CH3:17])([CH3:18])[NH:9]2)=[CH:7][CH:8]=1. Procedure: To a solution of m-anisidine (400 g) in acetone (7.21) were added catechol (33 g) and iodine (27 g), and the mixture was heated under reflux for 4 days. The reaction mixture filtered through silica gel and the solvent was evaporated under reduced pressure. The residue was subjected to normal phase chromatography (elution solvent hexane-ethyl acetate=10:1→5:1) to give the title compound (234 g, 35%). The reactants are CCCCCCCCC(C)C (Isopar H), N(=NC(C#N)(C)C)C(C#N)(C)C (azobisisobutyronitrile), C(C(=C)C)(=O)OCCCCCCCCCCCC (lauryl methacrylate), C=CC1=CC=CC=C1 (styrene). Reaction conditions: time 6 hour. The product is C(C(=C)C)(=O)OCCCCCCCCCCCC.C=CC1=CC=CC=C1 (lauryl methacrylate styrene). RXN SMILES: CC[CH2:3][CH2:4][CH2:5][CH2:6][CH2:7][CH2:8][CH:9]([CH3:11])C.[C:12]([O:17][CH2:18][CH2:19][CH2:20][CH2:21][CH2:22][CH2:23][CH2:24][CH2:25][CH2:26][CH2:27][CH2:28][CH3:29])(=[O:16])[C:13]([CH3:15])=[CH2:14].C=CC1C=CC=CC=1.N(C(C)(C)C#N)=NC(C)(C)C#N>>[C:12]([O:17][CH2:18][CH2:19][CH2:20][CH2:21][CH2:22][CH2:23][CH2:24][CH2:25][CH2:26][CH2:27][CH2:28][CH3:29])(=[O:16])[C:13]([CH3:15])=[CH2:14].[CH2:11]=[CH:9][C:8]1[CH:3]=[CH:4][CH:5]=[CH:6][CH:7]=1 |f:4.5|. Procedure details: In a 500 ml glass vessel equipped with a stirrer, a reflux condenser, and a nitrogen inlet pipe were placed 400 g of Isopar H, 160 g of lauryl methacrylate, 40 g of styrene, and 4 g of azobisisobutyronitrile and the polymerization was performed at 80° C. for 6 hours with stirring under a nitrogen stream to provide copoly(lauryl methacrylate-styrene) at a polymerization rate of 80%. Reactants: Cl (hydrochloric acid), aqueous solution, [OH-].[Na+] (sodium hydroxide), FC1=C(C=CC(=C1)F)[C@](COC(C(C)C)=O)(COS(=O)(=O)C)O ((S)-2-(2,4-difluorophenyl)-1-isobutyryloxy-3-methanesulfonyloxy-2-propanol). Procedure: In 14 ml of methanol was dissolved 4.06 g of (S)-2-(2,4-difluorophenyl)-1-isobutyryloxy-3-methanesulfonyloxy-2-propanol obtained in Example 44. After a temperature of the resulting liquid was kept at 5° C., 14 ml of aqueous solution of 2N sodium hydroxide was added dropwise thereto with cooling at 15° C. or below. After dropping, the resulting liquid was stirred at a temperature of 10° to 15° C. for 2 hours. Thereto 1N hydrochloric acid was added until the liquid was adjusted to pH 7 and methano... The product is FC1=C(C=CC(=C1)F)[C@]1(CO)CO1 ((S)-2-(2,4-difluorophenyl)-2,3-epoxy-1-propanol). Run at time 2 hour. The solvent is CO (methanol), CO (methanol). As a reaction SMILES: [F:1][C:2]1[CH:7]=[C:6]([F:8])[CH:5]=[CH:4][C:3]=1[C@@:9]([OH:23])([CH2:17][O:18]S(C)(=O)=O)[CH2:10]OC(=O)C(C)C.[OH-].[Na+].Cl>CO>[F:1][C:2]1[CH:7]=[C:6]([F:8])[CH:5]=[CH:4][C:3]=1[C@:9]1([O:23][CH2:10]1)[CH2:17][OH:18] |f:1.2|. Isolated yield 95.1%. The reactants are ClC1=CC=C(C=C1)C1=NOC2=C1[C@@H](CC[C@H](C2)C(=O)OC)C (methyl trans-3-(4-chlorophenyl)-5,6,7,8-tetrahydro-4-methyl-4H-cyclohept[d]isoxazole-7-carboxylate), [OH-].[Na+] (sodium hydroxide), Cl (hydrochloric acid), O (Water). Solvent: O1CCOCC1 (dioxane). Yields the product ClC1=CC=C(C=C1)C1=NOC2=C1[C@@H](CC[C@H](C2)C(=O)O)C (trans-3-(4-chlorophenyl)-5,6,7,8-tetrahydro-4-methyl-4H-cyclohept[d]isoxazole-7-carboxylic acid). Yield: 80.5%. Reaction SMILES: [Cl:1][C:2]1[CH:7]=[CH:6][C:5]([C:8]2[C:12]3[C@H:13]([CH3:22])[CH2:14][CH2:15][C@@H:16]([C:18]([O:20]C)=[O:19])[CH2:17][C:11]=3[O:10][N:9]=2)=[CH:4][CH:3]=1.[OH-].[Na+].O.Cl>O1CCOCC1>[Cl:1][C:2]1[CH:3]=[CH:4][C:5]([C:8]2[C:12]3[C@H:13]([CH3:22])[CH2:14][CH2:15][C@@H:16]([C:18]([OH:20])=[O:19])[CH2:17][C:11]=3[O:10][N:9]=2)=[CH:6][CH:7]=1 |f:1.2|. Procedure details: 0.36 g (1.13 mmol) of methyl trans-3-(4-chlorophenyl)-5,6,7,8-tetrahydro-4-methyl-4H-cyclohept[d]isoxazole-7-carboxylate in 35 ml of dioxane was stirred at room temperature for 1 hour with 15 ml of 1N aqueous sodium hydroxide solution. Water was added and the solution was partially evaporated. Additional water was added to give a solution which was then acidified with 1N hydrochloric acid. The precipitate was filtered off, washed with water and dried to give 0.278 g of trans-3-(4-chlorophenyl)-5... The reactants are COc1cc(C(=O)c2cccc(NC(=O)C(C)(C)C)c2)cc(OC)c1OC, CC(=O)O, CCOCC, CC(=O)O, Cl. Product: Cl, COc1cc(C(=O)c2cccc(N)c2)cc(OC)c1OC. Reaction SMILES: [C:1]([C:2](=[O:3])[NH:7][c:8]1[cH:9][c:10]([C:14]([c:15]2[cH:16][c:17]([O:25][CH3:26])[c:18]([O:23][CH3:24])[c:19]([O:21][CH3:22])[cH:20]2)=[O:27])[cH:11][cH:12][cH:13]1)([CH3:4])([CH3:5])[CH3:6].[C:28]([OH:29])(=[O:30])[CH3:31].[CH2:33]([O:34][CH2:35][CH3:36])[CH3:37].[CH3:38][C:39](=[O:40])[OH:41].[ClH:32]>>[ClH:32].[NH2:7][c:8]1[cH:9][c:10]([C:14]([c:15]2[cH:16][c:17]([O:25][CH3:26])[c:18]([O:23][CH3:24])[c:19]([O:21][CH3:22])[cH:20]2)=[O:27])[cH:11][cH:12][cH:13]1. The reactants are CC(CCCCC1=CC=C(C(=O)O)C=C1)CCCCC (4-(5'-methyldecyl)benzoic acid), CC(CCCCCOC1=CC=C(C=C1)O)CCCC (4-(6'-methyldecyloxy)-phenol), CC(CCCCCBr)CCCC (6-methyldecylbromide), C(CCCCCCC)OC1=CC=C(C=C1)O (4-n-octoxyphenol), C(CCC)C1=CC=C(C(=O)O)C=C1 (4-n-butylbenzoic acid), C1(O)=CC=C(O)C=C1 (hydroquinone). The product is CC(CCCOC1=CC=C(C=C1)OC(C1=CC=C(C=C1)CCCC)=O)CCCCCC (4-n-butylbenzoic acid 4-(4'-methyldecyloxy)phenyl ester). As a reaction SMILES: CC(CCCCC)[CH2:3][CH2:4][CH2:5][CH2:6][C:7]1[CH:15]=[CH:14][C:10]([C:11]([OH:13])=[O:12])=[CH:9][CH:8]=1.[CH2:21](OC1C=CC(O)=CC=1)CCCCCCC.C(C1C=CC(C(O)=O)=CC=1)CCC.C[CH:51]([CH2:65][CH2:66][CH2:67][CH3:68])[CH2:52][CH2:53][CH2:54][CH2:55][CH2:56][O:57][C:58]1[CH:63]=[CH:62][C:61](O)=[CH:60][CH:59]=1.CC(CCCC)CCCCCBr.C1(C=CC(O)=CC=1)O>>[CH3:21][CH:53]([CH2:52][CH2:51][CH2:65][CH2:66][CH2:67][CH3:68])[CH2:54][CH2:55][CH2:56][O:57][C:58]1[CH:59]=[CH:60][C:61]([O:13][C:11](=[O:12])[C:10]2[CH:9]=[CH:8][C:7]([CH2:6][CH2:5][CH2:4][CH3:3])=[CH:15][CH:14]=2)=[CH:62][CH:63]=1. Procedure: The procedure of Example 1 was followed except that the 4-(5'-methyldecyl)benzoic acid and 4-n-octoxyphenol were replaced by 4-n-butylbenzoic acid and 4-(6'-methyldecyloxy)-phenol prepared by reacting 6-methyldecylbromide with hydroquinone to thereby give the title compound.